Dataset: the Open Reaction Database (ORD), a public repository of structured organic reaction records. Task: describe an organic reaction: reactants, conditions, products, and yield Solvent: C(C)#N (acetonitrile). The reactants are C(C)(C)(C)OC(NN)=O (tert-butylcarbazate), CCN(C(C)C)C(C)C (DIPEA), BrCCCC (1-bromobutane). Yield: 39.0%. Product: C(C)(C)(C)OC(=O)NNCCCC (N′-butylhydrazine-carboxylic acid tert-butyl ester). Reaction SMILES: [C:1]([O:5][C:6](=[O:9])[NH:7][NH2:8])([CH3:4])([CH3:3])[CH3:2].CCN(C(C)C)C(C)C.Br[CH2:20][CH2:21][CH2:22][CH3:23]>C(#N)C>[C:1]([O:5][C:6]([NH:7][NH:8][CH2:20][CH2:21][CH2:22][CH3:23])=[O:9])([CH3:4])([CH3:3])[CH3:2]. Procedure details: To a magnetically stirred solution of tert-butylcarbazate (47.5 gram, 359 mmol) in anhydrous acetonitrile (300 ml) was successively added DIPEA (Hünig's base) (37.6 ml, 216 mmol) and 1-bromobutane (19.3 ml, 180 mmol). The resulting mixture was reacted at 60° C. for 16 hours. The resulting mixture was allowed to attain room temperature and subsequently concentrated in vacuo and further purified by Sepacore chromatography (eluant: petroleum ether 40-60/ethylacetate=4/1 (v/v)) to give N′-butylhydra... Reactants: [Br-], [Mg+]C1CC1, CC(C)(C)OC(=O)N=NC(=O)OC(C)(C)C, C1CCOC1. Yields the product CC(C)(C)OC(=O)NN(C(=O)OC(C)(C)C)C1CC1. As a reaction SMILES: [Br-:17].[CH:18]1([Mg+:21])[CH2:19][CH2:20]1.[N:1](=[N:2][C:3](=[O:4])[O:5][C:6]([CH3:7])([CH3:8])[CH3:9])[C:10](=[O:11])[O:12][C:13]([CH3:14])([CH3:15])[CH3:16].[O:22]1[CH2:23][CH2:24][CH2:25][CH2:26]1>>[N:1]([NH:2][C:3](=[O:4])[O:5][C:6]([CH3:7])([CH3:8])[CH3:9])([C:10](=[O:11])[O:12][C:13]([CH3:14])([CH3:15])[CH3:16])[CH:18]1[CH2:19][CH2:20]1. Reactants: CC(O)(CCBr)c1ccccc1-c1ccccc1, CN, CO, CC(O)(CCCl)c1ccccc1-c1ccccc1, O=C(Cl)CCCl, O=C(CCCl)c1ccc(-c2ccccc2)cc1, Cc1ccc(S(=O)(=O)OCCC(C)(O)c2ccccc2-c2ccccc2)cc1, c1ccc(-c2ccccc2)cc1. Product: CNCCC(C)(O)c1ccccc1-c1ccccc1. Reaction SMILES: [Br:54][CH2:55][CH2:56][C:57]([c:58]1[cH:59][cH:60][cH:61][cH:62][c:63]1-[c:64]1[cH:65][cH:66][cH:67][cH:68][cH:69]1)([OH:70])[CH3:71].[CH3:100][NH2:101].[CH3:102][OH:103].[Cl:1][CH2:2][CH2:3][C:4]([CH3:5])([OH:6])[c:7]1[c:8](-[c:13]2[cH:14][cH:15][cH:16][cH:17][cH:18]2)[cH:9][cH:10][cH:11][cH:12]1.[Cl:31][CH2:32][CH2:33][C:34]([Cl:35])=[O:36].[Cl:37][CH2:38][CH2:39][C:40]([c:41]1[cH:42][cH:43][c:44](-[c:45]2[cH:46][cH:47][cH:48][cH:49][cH:50]2)[cH:51][cH:52]1)=[O:53].[c:72]1([CH3:73])[cH:74][cH:75][c:76]([S:77]([O:78][CH2:79][CH2:80][C:81]([c:82]2[cH:83][cH:84][cH:85][cH:86][c:87]2-[c:88]2[cH:89][cH:90][cH:91][cH:92][cH:93]2)([OH:94])[CH3:95])(=[O:96])=[O:97])[cH:98][cH:99]1.[cH:19]1[cH:20][cH:21][c:22](-[c:23]2[cH:24][cH:25][cH:26][cH:27][cH:28]2)[cH:29][cH:30]1>>[CH2:2]([CH2:3][C:4]([CH3:5])([OH:6])[c:7]1[c:8](-[c:13]2[cH:14][cH:15][cH:16][cH:17][cH:18]2)[cH:9][cH:10][cH:11][cH:12]1)[NH:101][CH3:100]. The reactants are O (water), BrC1CCCC(C2=C1C=CC=C2)=O (9-Bromo-6,7,8,9-tetrahydrobenzocyclohepten-5-one), C(C)(C)(C)OC(=O)N1CCNCC1 (1-t-butoxycarbonylpiperazine), C([O-])([O-])=O.[K+].[K+] (potassium carbonate). The solvent is CN(C)C=O (DMF). The product is C(C)(C)(C)OC(=O)N1CCN(CC1)C1CCCC(C2=C1C=CC=C2)=O (1-t-Butoxycarbonyl-4-(9-oxo-6,7,8,9-tetrahydro-5H-benzocyclohepten-5-yl)piperazine). The yield is 52.0%. As a reaction SMILES: Br[CH:2]1[C:8]2[CH:9]=[CH:10][CH:11]=[CH:12][C:7]=2[C:6](=[O:13])[CH2:5][CH2:4][CH2:3]1.[C:14]([O:18][C:19]([N:21]1[CH2:26][CH2:25][NH:24][CH2:23][CH2:22]1)=[O:20])([CH3:17])([CH3:16])[CH3:15].C(=O)([O-])[O-].[K+].[K+].O>CN(C=O)C>[C:14]([O:18][C:19]([N:21]1[CH2:26][CH2:25][N:24]([CH:2]2[C:8]3[CH:9]=[CH:10][CH:11]=[CH:12][C:7]=3[C:6](=[O:13])[CH2:5][CH2:4][CH2:3]2)[CH2:23][CH2:22]1)=[O:20])([CH3:17])([CH3:15])[CH3:16] |f:2.3.4|. Procedure details: 9-Bromo-6,7,8,9-tetrahydrobenzocyclohepten-5-one (590 mg, 2.5 mmol), 1-t-butoxycarbonylpiperazine (500 mg, 2.7 mmol) and potassium carbonate (510 mg, 3.7 mmol) were stirred overnight in DMF. The reaction solution was mixed with water, the reaction product was extracted with ethyl acetate, washed with water and saturated brine and dried with anhydrous sodium sulfate, the solvent was removed by evaporation under a reduced pressure, and the thus obtained material was separated and purified by a sil...